This data is from the Open Reaction Database (ORD), a public repository of structured organic reaction records. The task is: describe an organic reaction: reactants, conditions, products, and yield Starting materials: C(C)(C)N (Isopropylamine), ClC=1C=2N(C3=CC=CC=C3N1)C(=NN2)CC (4-chloro-1-ethyl-[1,2,4]triazolo-[4,3-a]quinoxaline), product. The solvent is CN(C=O)C (N,N-dimethylformamide). Conditions: time 30 minute. Yields the product C(C)(C)NC=1C=2N(C3=CC=CC=C3N1)C(=NN2)CC (4-isopropylamino-1-ethyl-[1,2,4]triazolo[4,3-a]quinoxaline). Yield: 63.0%. As a reaction SMILES: [CH:1]([NH2:4])([CH3:3])[CH3:2].Cl[C:6]1[C:7]2[N:8]([C:16]([CH2:19][CH3:20])=[N:17][N:18]=2)[C:9]2[C:14]([N:15]=1)=[CH:13][CH:12]=[CH:11][CH:10]=2>CN(C)C=O>[CH:1]([NH:4][C:6]1[C:7]2[N:8]([C:16]([CH2:19][CH3:20])=[N:17][N:18]=2)[C:9]2[C:14]([N:15]=1)=[CH:13][CH:12]=[CH:11][CH:10]=2)([CH3:3])[CH3:2]. Reported procedure: Isopropylamine (1.77 g., 0.03 mole) was added to a solution of 4-chloro-1-ethyl-[1,2,4]triazolo-[4,3-a]quinoxaline (2.3 g., 0.01 mole), the product of Example 4, in N,N-dimethylformamide (30 ml.). Within 30 minutes, a precipitate formed. The reaction mixture was then stirred overnight at room temperature. The precipitate was separated by filtration and washed with N,N-dimethylformamide. Recrystallization from ethanol then gave 1.6 g. (63% yield) of 4-isopropylamino-1-ethyl-[1,2,4]triazolo[4,3-a]...